The task is: describe an organic reaction: reactants, conditions, products, and yield. This data is from the Open Reaction Database (ORD), a public repository of structured organic reaction records. Starting materials: CC(C)OC(=O)c1cc(-n2c(=O)[nH]c3c(c2=O)CCC3)c(F)cc1Br, COS(=O)(=O)OC, CC(C)O. Yields the product CC(C)OC(=O)c1cc(-n2c(=O)c3c(n(C)c2=O)CCC3)c(F)cc1Br. RXN SMILES: [Br:1][c:2]1[c:3]([C:4](=[O:5])[O:6][CH:7]([CH3:8])[CH3:9])[cH:10][c:11](-[n:15]2[c:16](=[O:25])[nH:17][c:18]3[c:19]([c:20]2=[O:21])[CH2:22][CH2:23][CH2:24]3)[c:12]([F:14])[cH:13]1.[CH3:26][O:27][S:28]([O:29][CH3:30])(=[O:31])=[O:32].[CH:33]([OH:34])([CH3:35])[CH3:36]>>[Br:1][c:2]1[c:3]([C:4](=[O:5])[O:6][CH:7]([CH3:8])[CH3:9])[cH:10][c:11](-[n:15]2[c:16](=[O:25])[n:17]([CH3:26])[c:18]3[c:19]([c:20]2=[O:21])[CH2:22][CH2:23][CH2:24]3)[c:12]([F:14])[cH:13]1. Starting materials: Cc1ccc(S(=O)(=O)Oc2ccc3c4c(nn3CCNC(=O)OC(C)(C)C)-c3cnccc3C(=O)c24)cc1, CC(C)(C)OC(=O)NCCN, c1ccncc1. Product: CC(C)(C)OC(=O)NCCNc1ccc2c3c(nn2CCNC(=O)OC(C)(C)C)-c2cnccc2C(=O)c13. As a reaction SMILES: [C:1]([CH3:2])([CH3:3])([CH3:4])[O:5][C:6](=[O:7])[NH:8][CH2:9][CH2:10][n:11]1[n:12][c:13]2[c:14]3[c:15]([c:16]([O:20][S:21]([c:22]4[cH:23][cH:24][c:25]([CH3:26])[cH:27][cH:28]4)(=[O:29])=[O:30])[cH:17][cH:18][c:19]13)[C:31](=[O:38])[c:32]1[cH:33][cH:34][n:35][cH:36][c:37]1-2.[C:39]([CH3:40])([CH3:41])([CH3:42])[O:43][C:44](=[O:45])[NH:46][CH2:47][CH2:48][NH2:49].[cH:50]1[cH:51][cH:52][n:53][cH:54][cH:55]1>>[C:1]([CH3:2])([CH3:3])([CH3:4])[O:5][C:6](=[O:7])[NH:8][CH2:9][CH2:10][n:11]1[n:12][c:13]2[c:14]3[c:15]([c:16]([NH:49][CH2:48][CH2:47][NH:46][C:44]([O:43][C:39]([CH3:40])([CH3:41])[CH3:42])=[O:45])[cH:17][cH:18][c:19]13)[C:31](=[O:38])[c:32]1[cH:33][cH:34][n:35][cH:36][c:37]1-2. Starting materials: C1CCOC1, ClP(c1ccc(CCCc2ccccc2)cc1)c1ccc(CCCc2ccccc2)cc1. Yields the product c1ccc(CCCc2ccc(Pc3ccc(CCCc4ccccc4)cc3)cc2)cc1. Reaction SMILES: [CH2:33]1[O:34][CH2:35][CH2:36][CH2:37]1.[c:1]1([CH2:7][CH2:8][CH2:9][c:10]2[cH:11][cH:12][c:13]([P:16]([Cl:17])[c:18]3[cH:19][cH:20][c:21]([CH2:24][CH2:25][CH2:26][c:27]4[cH:28][cH:29][cH:30][cH:31][cH:32]4)[cH:22][cH:23]3)[cH:14][cH:15]2)[cH:2][cH:3][cH:4][cH:5][cH:6]1>>[c:1]1([CH2:7][CH2:8][CH2:9][c:10]2[cH:11][cH:12][c:13]([PH:16][c:18]3[cH:19][cH:20][c:21]([CH2:24][CH2:25][CH2:26][c:27]4[cH:28][cH:29][cH:30][cH:31][cH:32]4)[cH:22][cH:23]3)[cH:14][cH:15]2)[cH:2][cH:3][cH:4][cH:5][cH:6]1. Reactants: Cl.N[C@H](C(=O)N1CCCC1)CC=1C=NC=CC1 ((S)-2-amino-3-pyridin-3-yl-1-pyrrolidin-1-ylpropan-1-one hydrochloride), CCN(C(C)C)C(C)C (DIPEA), ClC=1C=C2C(=CN1)NC(=C2)C(=O)O (5-chloro-1H-pyrrolo[2,3-c]pyridine-2-carboxylic acid), CN(C)C(=[N+](C)C)ON1C2=C(C=CC=C2)N=N1.[B-](F)(F)(F)F (TBTU). Run in CN(C)C=O (DMF). Reaction conditions: time 16 hour. Product: O=C([C@H](CC=1C=NC=CC1)NC(=O)C1=CC=2C(=CN=C(C2)Cl)N1)N1CCCC1 (5-Chloro-1H-pyrrolo[2,3-c]pyridine-2-carboxylic acid (2-oxo-1-(S)-pyridin-3-ylmethyl-2-pyrrolidin-1-yl-ethyl)amide). Reaction SMILES: Cl.[NH2:2][C@@H:3]([CH2:11][C:12]1[CH:13]=[N:14][CH:15]=[CH:16][CH:17]=1)[C:4]([N:6]1[CH2:10][CH2:9][CH2:8][CH2:7]1)=[O:5].CCN(C(C)C)C(C)C.[Cl:27][C:28]1[CH:29]=[C:30]2[CH:36]=[C:35]([C:37](O)=[O:38])[NH:34][C:31]2=[CH:32][N:33]=1.CN(C(ON1N=NC2C=CC=CC1=2)=[N+](C)C)C.[B-](F)(F)(F)F>CN(C=O)C>[O:5]=[C:4]([N:6]1[CH2:7][CH2:8][CH2:9][CH2:10]1)[C@@H:3]([NH:2][C:37]([C:35]1[NH:34][C:31]2=[CH:32][N:33]=[C:28]([Cl:27])[CH:29]=[C:30]2[CH:36]=1)=[O:38])[CH2:11][C:12]1[CH:13]=[N:14][CH:15]=[CH:16][CH:17]=1 |f:0.1,4.5|. Reported procedure: To a solution of (S)-2-amino-3-pyridin-3-yl-1-pyrrolidin-1-ylpropan-1-one hydrochloride (Preparation 54, 239 mg, 0.94 mmol) in DMF (5 mL) was added DIPEA (0.60 mL, 3.28 mmol), 5-chloro-1H-pyrrolo[2,3-c]pyridine-2-carboxylic acid (Preparation 18, 184 mg, 0.94 mmol) and TBTU (330 mg, 1.03 mmol). The reaction mixture was stirred at rt for 16 h. The solvent was removed in vacuo and the residue partitioned between ethyl acetate (100 mL) and sodium hydroxide solution (2×100 mL, 1N). The organic phase ... Reactants: C=1(C(=CC=CC1)C=O)C (o-tolualdehyde), COC1=CC=C(CN2N=NN=C2)C=C1 (1-(4-methoxybenzyl)tetrazole), CN(CCN(C)C)C (N,N,N',N',-tetramethylethylenediamine), C(CCC)[Li] (n-butyl lithium). The solvent is O1CCCC1 (tetrahydrofuran), O1CCCC1 (tetrahydrofuran). Conditions: temperature -85 celsius, time 30 minute. Product: COC1=CC=C(CN2N=NN=C2C(O)C2=C(C=CC=C2)C)C=C1 ((RS)-[1-(4-Methoxybenzyl)-1H-tetrazol-5-yl]-(2-methylphenyl)methanol). The yield is 85.3%. As a reaction SMILES: [CH3:1][O:2][C:3]1[CH:14]=[CH:13][C:6]([CH2:7][N:8]2[CH:12]=[N:11][N:10]=[N:9]2)=[CH:5][CH:4]=1.CN(C)CCN(C)C.C([Li])CCC.[C:28]1([CH3:36])[C:29]([CH:34]=[O:35])=[CH:30][CH:31]=[CH:32][CH:33]=1>O1CCCC1>[CH3:1][O:2][C:3]1[CH:4]=[CH:5][C:6]([CH2:7][N:8]2[C:12]([CH:34]([C:29]3[CH:30]=[CH:31][CH:32]=[CH:33][C:28]=3[CH3:36])[OH:35])=[N:11][N:10]=[N:9]2)=[CH:13][CH:14]=1. Procedure: A stirred solution of 1-(4-methoxybenzyl)tetrazole (7.04 g, Tetrahedron Letters, 1995, p1759-1762) in a mixture of dry tetrahydrofuran (120 ml) and N,N,N',N',-tetramethylethylenediamine (12 ml) under a nitrogen atmosphere at -85° C. was treated dropwise with n-butyl lithium (18 ml, 2.5M solution in hexanes) over 10 minutes. After stirring at -85° C. for an additional 5 minutes a solution of o-tolualdehyde (4.45 g) in dry tetrahydrofuran (20 ml) was added dropwise over 10 minutes. The reaction mi...